Dataset: the Open Reaction Database (ORD), a public repository of structured organic reaction records. Task: describe an organic reaction: reactants, conditions, products, and yield Reactants: cis-2-phenyl-3-amino-trans-6-(n-propyl)-piperidine, COC1=NC=2CCC(N(C2C=C1C=O)C)=O (2-methoxy-5-methyl-6-oxo-5,6,7,8-tetrahydro-[1,5]naphthyridine-3-carbaldehyde), C(C)C1CCC(C(N1)C1=CC=CC=C1)NCC1=C(N=C2CCC(N(C2=C1)C)=O)OC (7-[(6-ethyl-2-phenyl-piperidin-3-ylamino)-methyl]-6-methoxy-1-methyl-3,4-dihydro-1H-[1,5]naphthyridin-2-one). The solvent is CCCCCCC.C(C)O (heptane ethanol). Product: COC=1N=C2CCC(N(C2=CC1CN[C@@H]1[C@@H](N[C@H](CC1)CCC)C1=CC=CC=C1)C)=O (6-methoxy-1-methyl-7-[(2(S)-phenyl-6(S)-propyl-piperidin-3(S)-ylamino)-methyl]-3,4-dihydro-1H-[1,5]naphthyridin-2-one). Reaction SMILES: [CH3:1]OC1C(C=O)=CC2N(C)C(=O)CCC=2N=1.[CH2:17]([CH:19]1[NH:24][CH:23]([C:25]2[CH:30]=[CH:29][CH:28]=[CH:27][CH:26]=2)[CH:22]([NH:31][CH2:32][C:33]2[CH:42]=[C:41]3[C:36]([CH2:37][CH2:38][C:39](=[O:44])[N:40]3[CH3:43])=[N:35][C:34]=2[O:45][CH3:46])[CH2:21][CH2:20]1)[CH3:18]>CCCCCCC.C(O)C>[CH3:46][O:45][C:34]1[N:35]=[C:36]2[C:41](=[CH:42][C:33]=1[CH2:32][NH:31][C@H:22]1[CH2:21][CH2:20][C@H:19]([CH2:17][CH2:18][CH3:1])[NH:24][C@H:23]1[C:25]1[CH:26]=[CH:27][CH:28]=[CH:29][CH:30]=1)[N:40]([CH3:43])[C:39](=[O:44])[CH2:38][CH2:37]2 |f:2.3|. Procedure details: By a procedure similar to the previous example 74: starting with cis-2-phenyl-3-amino-trans-6-(n-propyl)-piperidine (Scheme J) and 2-methoxy-5-methyl-6-oxo-5,6,7,8-tetrahydro-[1,5]naphthyridine-3-carbaldehyde (Example 74, step 5) and using the above coupling procedure (Example 74, step 6) 7-[(6-ethyl-2-phenyl-piperidin-3-ylamino)-methyl]-6-methoxy-1-methyl-3,4-dihydro-1H-[1,5]naphthyridin-2-one was obtained. Using a CHIRALPAK AD (10×50 cm) and a mobil phase of 95:5 heptane/ethanol containing 0.0... Reactants: CC(C)(C)OC(=O)C1CCC(CO)S1, ClC(Cl)(Cl)Cl, CCOCC, CCCCCC, c1ccc(P(c2ccccc2)c2ccccc2)cc1. Yields the product CC(C)(C)OC(=O)C1CCC(CCl)S1. RXN SMILES: [C:1]([CH3:2])([CH3:3])([CH3:4])[O:5][C:6](=[O:7])[CH:8]1[CH2:9][CH2:10][CH:11]([CH2:13][OH:14])[S:12]1.[C:34]([Cl:35])([Cl:36])([Cl:37])[Cl:38].[CH2:45]([O:46][CH2:47][CH3:48])[CH3:49].[CH3:39][CH2:40][CH2:41][CH2:42][CH2:43][CH3:44].[c:15]1([P:16]([c:17]2[cH:18][cH:19][cH:20][cH:21][cH:22]2)[c:23]2[cH:24][cH:25][cH:26][cH:27][cH:28]2)[cH:29][cH:30][cH:31][cH:32][cH:33]1>>[C:1]([CH3:2])([CH3:3])([CH3:4])[O:5][C:6](=[O:7])[CH:8]1[CH2:9][CH2:10][CH:11]([CH2:13][Cl:35])[S:12]1. As a reaction SMILES: [C:1]([O:5][C:6](=[O:10])[C@H:7]([CH3:9])[NH2:8])([CH3:4])([CH3:3])[CH3:2].C([O-])(=O)C([O-])=O.[CH2:17]([O:24][C:25]([N:27]1[CH2:32][CH2:31][CH:30]([CH2:33][CH2:34][CH2:35][CH2:36][C:37](=O)[C:38]([O:40][CH2:41][CH3:42])=[O:39])[CH2:29][CH2:28]1)=[O:26])[C:18]1[CH:23]=[CH:22][CH:21]=[CH:20][CH:19]=1.C([O-])(=O)C.[Na+].C([BH3-])#N.[Na+]>C(O)C.O.C(O)(=O)C>[C:1]([O:5][C:6](=[O:10])[C@H:7]([CH3:9])[NH:8][C@@H:37]([C:38]([O:40][CH2:41][CH3:42])=[O:39])[CH2:36][CH2:35][CH2:34][CH2:33][CH:30]1[CH2:31][CH2:32][N:27]([C:25]([O:24][CH2:17][C:18]2[CH:19]=[CH:20][CH:21]=[CH:22][CH:23]=2)=[O:26])[CH2:28][CH2:29]1)([CH3:4])([CH3:3])[CH3:2] |f:3.4,5.6|. Solvent: O (water), C(C)O (ethanol), C(C)(=O)O (acetic acid), C(C)O (ethanol). Reactants: C(C)(C)(C)OC([C@@H](N)C)=O (L-alanine tert-butyl ester), C(C(=O)[O-])(=O)[O-] (oxalate), C(C1=CC=CC=C1)OC(=O)N1CCC(CC1)CCCCC(C(=O)OCC)=O (ethyl 6-(1-benzyloxycarbonyl-4-piperidyl)-2-oxohexanoate), C(C)(=O)[O-].[Na+] (sodium acetate), C(#N)[BH3-].[Na+] (sodium cyanoborohydride). The product is C(C)(C)(C)OC([C@@H](N[C@H](CCCCC1CCN(CC1)C(=O)OCC1=CC=CC=C1)C(=O)OCC)C)=O (N-[(R)-5-(1-benzyloxycarbonyl-4-piperidyl)-1-ethoxycarbonylpentyl]-L-alanine tert-butyl ester). Yield: 11.5%. Reported procedure: A mixture of 5 g of L-alanine tert-butyl ester.oxalate, 11 g of ethyl 6-(1-benzyloxycarbonyl-4-piperidyl)-2-oxohexanoate, 1.6 g of sodium acetate, 1.2 g of acetic acid and 100 ml of ethanol is stirred at room temperature for 1 hour, and a solution of 1.9 g of sodium cyanoborohydride in 100 ml of ethanol is added dropwise to the mixture over a period of 4 hours. After stirring at room temperaute overnight, 500 ml of water is added to the reaction mixture, and the mixture is extracted with 300 ml ... Reactants: C(C)(=O)O.C(C)OC1=C(C=CC(=C1)C1CCNCC1)NC(C(F)(F)F)=O (N-[2-(ethyloxy)-4-(4-piperidinyl)phenyl]-2,2,2-trifluoroacetamide acetate), C(=C)S(=O)(=O)C (methyl vinyl sulfone), C(=O)([O-])[O-].[K+].[K+] (K2CO3). Reagents/catalysts: CO (MeOH). The solvent is C(Cl)Cl (DCM). Conditions: time 3 hour. The product is C(C)OC1=C(C=CC(=C1)C1CCN(CC1)CCS(=O)(=O)C)NC(C(F)(F)F)=O (N-(2-(ethyloxy)-4-{1-[2-(methylsulfonyl)ethyl]-4-piperidinyl}phenyl)-2,2,2-trifluoroacetamide). The yield is 55.9%. RXN SMILES: C(O)(=O)C.[CH2:5]([O:7][C:8]1[CH:13]=[C:12]([CH:14]2[CH2:19][CH2:18][NH:17][CH2:16][CH2:15]2)[CH:11]=[CH:10][C:9]=1[NH:20][C:21](=[O:26])[C:22]([F:25])([F:24])[F:23])[CH3:6].[CH:27]([S:29]([CH3:32])(=[O:31])=[O:30])=[CH2:28].C([O-])([O-])=O.[K+].[K+]>C(Cl)Cl.CO>[CH2:5]([O:7][C:8]1[CH:13]=[C:12]([CH:14]2[CH2:19][CH2:18][N:17]([CH2:28][CH2:27][S:29]([CH3:32])(=[O:31])=[O:30])[CH2:16][CH2:15]2)[CH:11]=[CH:10][C:9]=1[NH:20][C:21](=[O:26])[C:22]([F:23])([F:24])[F:25])[CH3:6] |f:0.1,3.4.5|. Reported procedure: To N-[2-(ethyloxy)-4-(4-piperidinyl)phenyl]-2,2,2-trifluoroacetamide acetate (2.2 g, 5.9 mmol) and methyl vinyl sulfone (0.74 g, 7.0 mmol) in DCM (50 mL) was added K2CO3 (1.2 g, 8.8 mmol). A few drops of MeOH were added to help solubilize the reagents. The reaction was stirred in a sealed tube three h. The reaction was filtered then purified by silica gel chromatography. The desired fractions were combined, and the solvent was removed under vacuum to provide the title compound of step F as a whi...